From a dataset of the Open Reaction Database (ORD), a public repository of structured organic reaction records. describe an organic reaction: reactants, conditions, products, and yield The reactants are ClCCl, CC(C)(C)OC(=O)N1CCN(c2ccc(NC(=O)c3ccccn3)cc2Cl)CC1, Cl, C1COCCO1. Yields the product O=C(Nc1ccc(N2CCNCC2)c(Cl)c1)c1ccccn1. Reaction SMILES: [Cl:37][CH2:38][Cl:39].[Cl:8][c:9]1[c:10]([N:24]2[CH2:25][CH2:26][N:27]([C:30]([O:31][C:32]([CH3:33])([CH3:34])[CH3:35])=[O:36])[CH2:28][CH2:29]2)[cH:11][cH:12][c:13]([NH:15][C:16]([c:17]2[n:18][cH:19][cH:20][cH:21][cH:22]2)=[O:23])[cH:14]1.[ClH:1].[O:2]1[CH2:3][CH2:4][O:5][CH2:6][CH2:7]1>>[Cl:8][c:9]1[c:10]([N:24]2[CH2:25][CH2:26][NH:27][CH2:28][CH2:29]2)[cH:11][cH:12][c:13]([NH:15][C:16]([c:17]2[n:18][cH:19][cH:20][cH:21][cH:22]2)=[O:23])[cH:14]1. As a reaction SMILES: O[CH:2]([CH2:7][CH2:8][S:9][C:10]1[CH:15]=[CH:14][CH:13]=[CH:12][C:11]=1[O:16][CH3:17])[CH2:3][C:4](=[O:6])[CH3:5].C1(C)C=CC(S(O)(=O)=O)=CC=1>C1(C)C=CC=CC=1>[CH3:17][O:16][C:11]1[CH:12]=[CH:13][CH:14]=[CH:15][C:10]=1[S:9][CH2:8][CH2:7][CH:2]=[CH:3][C:4](=[O:6])[CH3:5]. Isolated yield 94.6%. Run in C1(=CC=CC=C1)C (toluene). Procedure details: 1.00 Gram of 4-hydroxy-6-(2-methoxyphenylthio)-2-hexanone was dissolved in 100 ml of toluene, and 0.02 g of p-toluene sulfonic acid was added thereto. The resulting mixture was refluxed for 1 hour with stirring. After having been cooled, the mixture was washed with a saturated aqueous sodium hydrogencarbonate solution and then saturated aqueous sodium chloride solution. Then the mixture was dried over anhydrous magnesium sulfate. Removing the solvent from the mixture under reduced pressure gave ... The product is COC1=C(C=CC=C1)SCCC=CC(C)=O (6-(2-methoxyphenylthio)-3-hexen-2-one). The reactants are OC(CC(C)=O)CCSC1=C(C=CC=C1)OC (4-hydroxy-6-(2-methoxyphenylthio)-2-hexanone), C1(=CC=C(C=C1)S(=O)(=O)O)C (p-toluene sulfonic acid). The reactants are COC(=O)c1cc(C(=O)O)n(Cc2cc(-c3ccc(Cl)s3)on2)n1, CC(C)N1CCC(N)CC1, ClCCl, Cl. Yields the product COC(=O)c1cc(C(=O)NC2CCN(C(C)C)CC2)n(Cc2cc(-c3ccc(Cl)s3)on2)n1. Reaction SMILES: [CH3:1][O:2][C:3](=[O:4])[c:5]1[n:6][n:7]([CH2:13][c:14]2[n:15][o:16][c:17](-[c:19]3[s:20][c:21]([Cl:24])[cH:22][cH:23]3)[cH:18]2)[c:8]([C:10](=[O:11])[OH:12])[cH:9]1.[CH:26]([CH3:27])([CH3:28])[N:29]1[CH2:30][CH2:31][CH:32]([NH2:35])[CH2:33][CH2:34]1.[Cl:36][CH2:37][Cl:38].[ClH:25]>>[CH3:1][O:2][C:3](=[O:4])[c:5]1[n:6][n:7]([CH2:13][c:14]2[n:15][o:16][c:17](-[c:19]3[s:20][c:21]([Cl:24])[cH:22][cH:23]3)[cH:18]2)[c:8]([C:10](=[O:11])[NH:35][CH:32]2[CH2:31][CH2:30][N:29]([CH:26]([CH3:27])[CH3:28])[CH2:34][CH2:33]2)[cH:9]1. Reactants: C(C1=CC=CC=C1)O[C@H]1[C@@H](OC([C@H]([C@@H]1OCC1=CC=CC=C1)OCC1=CC=CC=C1)=C)C1=CC(=C(C=C1)Cl)CC1=CC=C(C=C1)OCC ((2S,3S,4R,5S)-3,4,5-tris-benzyloxy-2-[4-chloro-3-(4-ethoxy-benzyl)-phenyl]-6-methylene-tetrahydro-pyran), CCCCCC (hexane), ICI (diiodomethane). The solvent is C(C)OCC (diethyl ether), C(C)[Zn]CC (diethylzinc), O (water), C([O-])(O)=O.[Na+] (sodium bicarbonate). Run at temperature 40 celsius, time 8 hour. The product is C(C1=CC=CC=C1)O[C@H]1[C@@H](OC2(CC2)[C@H]([C@@H]1OCC1=CC=CC=C1)OCC1=CC=CC=C1)C1=CC(=C(C=C1)Cl)CC1=CC=C(C=C1)OCC ((5S,6S,7R,8S)-6,7,8-tris-benzyloxy-5-[4-chloro-3-(4-ethoxy-benzyl)-phenyl]-4-oxa-spiro[2.5]octane). Yield: 70.7%. RXN SMILES: [CH2:1]([O:8][C@@H:9]1[C@@H:14]([O:15][CH2:16][C:17]2[CH:22]=[CH:21][CH:20]=[CH:19][CH:18]=2)[C@H:13]([O:23][CH2:24][C:25]2[CH:30]=[CH:29][CH:28]=[CH:27][CH:26]=2)[C:12](=[CH2:31])[O:11][C@H:10]1[C:32]1[CH:37]=[CH:36][C:35]([Cl:38])=[C:34]([CH2:39][C:40]2[CH:45]=[CH:44][C:43]([O:46][CH2:47][CH3:48])=[CH:42][CH:41]=2)[CH:33]=1)[C:2]1[CH:7]=[CH:6][CH:5]=[CH:4][CH:3]=1.[CH3:49]CCCCC.ICI>C(OCC)C.C([Zn]CC)C.O.C(=O)(O)[O-].[Na+]>[CH2:1]([O:8][C@@H:9]1[C@@H:14]([O:15][CH2:16][C:17]2[CH:18]=[CH:19][CH:20]=[CH:21][CH:22]=2)[C@H:13]([O:23][CH2:24][C:25]2[CH:30]=[CH:29][CH:28]=[CH:27][CH:26]=2)[C:12]2([CH2:49][CH2:31]2)[O:11][C@H:10]1[C:32]1[CH:37]=[CH:36][C:35]([Cl:38])=[C:34]([CH2:39][C:40]2[CH:45]=[CH:44][C:43]([O:46][CH2:47][CH3:48])=[CH:42][CH:41]=2)[CH:33]=1)[C:2]1[CH:7]=[CH:6][CH:5]=[CH:4][CH:3]=1 |f:6.7|. Procedure details: To a solution of (2S,3S,4R,5S)-3,4,5-tris-benzyloxy-2-[4-chloro-3-(4-ethoxy-benzyl)-phenyl]-6-methylene-tetrahydro-pyran (150 mg, 0.22 mmole) in dry diethyl ether (3 mL), 1.0M diethylzinc in hexane (1.2 mL, 1.2 mmole), diiodomethane (0.1 mL, 1.2 mmole) was added at room temperature and stirred at 40° C. in sealed vessel for 8 hours. The reaction mixture was diluted with water (20 mL) and saturated aqueous sodium bicarbonate (3 ml) and extracted with DCM (2×30 mL). The crude product was purified ... Reported procedure: (7bS,10aS)-3-Acetyl-1,2,3,4,8,9,10,10a-octahydro-7bH-cyclopenta[b][1,4]-diazepino[6,7,1-hi]indole was treated with solid NaOH in MeOH under reflux to give (7bS, 10aS)-1,2,3,4,8,9, 10,10a-octahydro-7bH-cyclopenta-[b][1,4]diazepino-[6,7,1-hi]indole mp: 54-56° C. RXN SMILES: C([N:4]1[CH2:16][C:14]2=[C:15]3[C:10](=[CH:11][CH:12]=[CH:13]2)[C@@H:9]2[CH2:17][CH2:18][CH2:19][C@@H:8]2[N:7]3[CH2:6][CH2:5]1)(=O)C.[OH-].[Na+]>CO>[CH2:6]1[N:7]2[C:15]3[C:10]([C@@H:9]4[CH2:17][CH2:18][CH2:19][C@@H:8]42)=[CH:11][CH:12]=[CH:13][C:14]=3[CH2:16][NH:4][CH2:5]1 |f:1.2|. Reactants: C(C)(=O)N1CCN2[C@@H]3[C@H](C4=CC=CC(=C24)C1)CCC3 ((7bS,10aS)-3-Acetyl-1,2,3,4,8,9,10,10a-octahydro-7bH-cyclopenta[b][1,4]-diazepino[6,7,1-hi]indole), [OH-].[Na+] (NaOH). Run in CO (MeOH). Yields the product C1CNCC=2C=CC=C3[C@H]4[C@@H](N1C23)CCC4 ((7bS, 10aS)-1,2,3,4,8,9, 10,10a-octahydro-7bH-cyclopenta-[b][1,4]diazepino-[6,7,1-hi]indole).